describe an organic reaction: reactants, conditions, products, and yield From a dataset of the Open Reaction Database (ORD), a public repository of structured organic reaction records. Starting materials: CC1=C(C=CC(=C1)[N+](=O)[O-])N=C=S (2-Methyl-4-nitrophenyl isothiocyanate), C(C(C)C)N (isobutylamine), ClC(C(=O)O)CC(C)C (2-chloro-4-methylpentanoic acid). Product: CC1=C(C=CC(=C1)[N+](=O)[O-])N=C1SC(C(N1CC(C)C)=O)CC(C)C (2-(2-methyl-4-nitrophenylimino)-3-isobutyl-5-isobutyl-1,3-thiazolidin-4-one). RXN SMILES: [CH3:1][C:2]1[CH:7]=[C:6]([N+:8]([O-:10])=[O:9])[CH:5]=[CH:4][C:3]=1[N:11]=[C:12]=[S:13].[CH2:14]([NH2:18])[CH:15]([CH3:17])[CH3:16].Cl[CH:20]([CH2:24][CH:25]([CH3:27])[CH3:26])[C:21](O)=[O:22]>>[CH3:1][C:2]1[CH:7]=[C:6]([N+:8]([O-:10])=[O:9])[CH:5]=[CH:4][C:3]=1[N:11]=[C:12]1[N:18]([CH2:14][CH:15]([CH3:17])[CH3:16])[C:21](=[O:22])[CH:20]([CH2:24][CH:25]([CH3:27])[CH3:26])[S:13]1. Reported procedure: 2-Methyl-4-nitrophenyl isothiocyanate was reacted with isobutylamine followed by 2-chloro-4-methylpentanoic acid according to Method C8a to afford 2-(2-methyl-4-nitrophenylimino)-3-isobutyl-5-isobutyl-1,3-thiazolidin-4-one. Reactants: CO, O=C(O)Cc1cc(C2CCCC2)c(O)cc1[N+](=O)[O-], ClCCl, O=S(Cl)Cl. The product is COC(=O)Cc1cc(C2CCCC2)c(O)cc1[N+](=O)[O-]. RXN SMILES: [CH3:24][OH:25].[CH:1]1([c:6]2[c:7]([OH:19])[cH:8][c:9]([N+:16](=[O:17])[O-:18])[c:10]([CH2:12][C:13](=[O:14])[OH:15])[cH:11]2)[CH2:2][CH2:3][CH2:4][CH2:5]1.[Cl:26][CH2:27][Cl:28].[S:20]([Cl:21])([Cl:22])=[O:23]>>[CH:1]1([c:6]2[c:7]([OH:19])[cH:8][c:9]([N+:16](=[O:17])[O-:18])[c:10]([CH2:12][C:13](=[O:14])[O:15][CH3:24])[cH:11]2)[CH2:2][CH2:3][CH2:4][CH2:5]1.